From a dataset of the Open Reaction Database (ORD), a public repository of structured organic reaction records. describe an organic reaction: reactants, conditions, products, and yield The reactants are C(C)(C)N(CC)C(C)C (Diisopropylethylamine), N1C=NC(=C1)CO (4-imidazole methanol), C1(=CC=CC=C1)C(C1=CC=CC=C1)(C1=CC=CC=C1)Cl (triphenylmethyl chloride). Run in CC#N (CH3CN). Conditions: time 2 hour. Yields the product C1(=CC=CC=C1)C(N1C=NC(=C1)CO)(C1=CC=CC=C1)C1=CC=CC=C1 (1-(Triphenylmethyl)-1H-imidazole-4-methanol). The yield is 82.3%. As a reaction SMILES: C(N(C(C)C)CC)(C)C.[NH:10]1[CH:14]=[C:13]([CH2:15][OH:16])[N:12]=[CH:11]1.[C:17]1([C:23](Cl)([C:30]2[CH:35]=[CH:34][CH:33]=[CH:32][CH:31]=2)[C:24]2[CH:29]=[CH:28][CH:27]=[CH:26][CH:25]=2)[CH:22]=[CH:21][CH:20]=[CH:19][CH:18]=1>CC#N>[C:17]1([C:23]([C:24]2[CH:25]=[CH:26][CH:27]=[CH:28][CH:29]=2)([C:30]2[CH:31]=[CH:32][CH:33]=[CH:34][CH:35]=2)[N:10]2[CH:14]=[C:13]([CH2:15][OH:16])[N:12]=[CH:11]2)[CH:18]=[CH:19][CH:20]=[CH:21][CH:22]=1. Reported procedure: Diisopropylethylamine (14 mL, 80 mmol) was added dropwise to a suspension of 4-imidazole methanol (5.4 g, 40 mmol) in CH3CN (15 mL) at 0° C. A homogeneous yellow solution was formed. To this solution was added triphenylmethyl chloride (11.2 g, 40 mmol). The reaction mixture was stirred at room temperature for 2 h. The resultant white precipitate was filtered and washed successively with saturated NaHCO3 aqueous solution (2×20 mL) and water (2×20 mL), then dried in a vacuum oven (45° C.) for 12 h...